From a dataset of the Open Reaction Database (ORD), a public repository of structured organic reaction records. describe an organic reaction: reactants, conditions, products, and yield Reactants: COC(=O)C1=CC2=C(NC(=N2)NC2=C(C(=CC=C2Cl)CNC(C(C)(C)C)=O)Cl)C(=C1OCC(F)(F)F)F (2-{2,6-dichloro-3-[(2,2-dimethyl-propionylamino)-methyl]-phenylamino}-6-(2,2,2-trifluoroethoxy)-7-fluoro-1H-benzimidazole-5-carboxylic acid methyl ester), [OH-].[Na+] (NaOH). Yields the product ClC1=C(C(=CC=C1CNC(C(C)(C)C)=O)Cl)NC1=NC2=C(N1)C(=C(C(=C2)C(=O)O)OCC(F)(F)F)F (2-{2,6-Dichloro-3-[(2,2-dimethyl-propionylamino)-methyl]phenylamino}-6-(2,2,2-trifluoroethoxy)-7-fluoro-1H-benzimidazole-5-carboxylic acid). RXN SMILES: C[O:2][C:3]([C:5]1[C:30]([O:31][CH2:32][C:33]([F:36])([F:35])[F:34])=[C:29]([F:37])[C:8]2[NH:9][C:10]([NH:12][C:13]3[C:18]([Cl:19])=[CH:17][CH:16]=[C:15]([CH2:20][NH:21][C:22](=[O:27])[C:23]([CH3:26])([CH3:25])[CH3:24])[C:14]=3[Cl:28])=[N:11][C:7]=2[CH:6]=1)=[O:4].[OH-].[Na+]>>[Cl:28][C:14]1[C:15]([CH2:20][NH:21][C:22](=[O:27])[C:23]([CH3:24])([CH3:26])[CH3:25])=[CH:16][CH:17]=[C:18]([Cl:19])[C:13]=1[NH:12][C:10]1[NH:9][C:8]2[C:29]([F:37])=[C:30]([O:31][CH2:32][C:33]([F:36])([F:35])[F:34])[C:5]([C:3]([OH:4])=[O:2])=[CH:6][C:7]=2[N:11]=1 |f:1.2|. Procedure: The subtitle compound is prepared from 2-{2,6-dichloro-3-[(2,2-dimethyl-propionylamino)-methyl]-phenylamino}-6-(2,2,2-trifluoroethoxy)-7-fluoro-1H-benzimidazole-5-carboxylic acid methyl ester and NaOH in analogy to example 28a. Reactants: CC1=CC(=NC=C1)COC=1C(=NC=CC1)C1=CC2=C(CCN(CC2)C(=O)OC(C)(C)C)C=C1 (1,1-dimethylethyl 7-(3-{[(4-methyl-2-pyridinyl)methyl]oxy}-2-pyridinyl)-1,2,4,5-tetrahydro-3H-3-benzazepine-3-carboxylate), Cl (hydrogen chloride). Solvent: O1CCOCC1 (dioxane). The product is CC1=CC(=NC=C1)COC=1C(=NC=CC1)C1=CC2=C(CCNCC2)C=C1 (7-(3-{[(4-methyl-2-pyridinyl)methyl]oxy}-2-pyridinyl)-2,3,4,5-tetrahydro-1H-3-benzazepine). RXN SMILES: [CH3:1][C:2]1[CH:7]=[CH:6][N:5]=[C:4]([CH2:8][O:9][C:10]2[C:11]([C:16]3[CH:33]=[CH:32][C:19]4[CH2:20][CH2:21][N:22](C(OC(C)(C)C)=O)[CH2:23][CH2:24][C:18]=4[CH:17]=3)=[N:12][CH:13]=[CH:14][CH:15]=2)[CH:3]=1.Cl>O1CCOCC1>[CH3:1][C:2]1[CH:7]=[CH:6][N:5]=[C:4]([CH2:8][O:9][C:10]2[C:11]([C:16]3[CH:33]=[CH:32][C:19]4[CH2:20][CH2:21][NH:22][CH2:23][CH2:24][C:18]=4[CH:17]=3)=[N:12][CH:13]=[CH:14][CH:15]=2)[CH:3]=1. Reported procedure: 1,1-dimethylethyl 7-(3-{[(4-methyl-2-pyridinyl)methyl]oxy}-2-pyridinyl)-1,2,4,5-tetrahydro-3H-3-benzazepine-3-carboxylate (3.8 g) was dissolved in dioxane (20 ml). Gaseous hydrogen chloride was passed through the reaction mixture for 1.5 h. The reaction was monitored by TLC. On completion the solid formed was collected by filtration and washed with acetone. The solid was then dissolved in water and the mixture neutralised with aqueous sodium hydroxide (1M). The sticky solid formed was extracted ... The reactants are CC=1C=C(CC#N)C=CC1 (3-methyl-benzyl cyanide), [Na] (sodium), C(CC(C)C)(=O)OCC (ethyl isovalerate). The solvent is C(C)O (ethanol). Product: CC=1C=C(C=CC1)C(C#N)C(CC(C)C)=O (alpha-(3-Methyl phenyl)-3-methylbutanoyl acetonitrile). Reaction SMILES: [Na].[CH3:2][C:3]1[CH:4]=[C:5]([CH:9]=[CH:10][CH:11]=1)[CH2:6][C:7]#[N:8].[C:12](OCC)(=[O:17])[CH2:13][CH:14]([CH3:16])[CH3:15]>C(O)C>[CH3:2][C:3]1[CH:4]=[C:5]([CH:6]([C:12](=[O:17])[CH2:13][CH:14]([CH3:16])[CH3:15])[C:7]#[N:8])[CH:9]=[CH:10][CH:11]=1 |^1:0|. Run at temperature 112 celsius. Reported procedure: To a solution of 2.99 g (0.13 g. atm) of sodium in 50 ml of absolute ethanol, heated to 60° C., was added 11.81 g (0.09 m) of 3-methyl-benzyl cyanide followed by the slow addition, over a period of 20 minutes of 31.27 g (0.24 m) of ethyl isovalerate. The reaction mixture was heated under reflux overnight (18 hrs.). During this period the color of the solution turned from yellow to dark orange. After approximately 70 ml of solvent and excess of ethyl valerate was removed by distillation, 75 ml of... Yield: 95.8%. Starting materials: O=C(NC(Cc1ccccc1)C1CO1)OCc1ccccc1, CCCCN. The product is CCCCNCC(O)C(Cc1ccccc1)NC(=O)OCc1ccccc1. Reaction SMILES: [CH2:1]([c:2]1[cH:3][cH:4][cH:5][cH:6][cH:7]1)[O:8][C:9](=[O:10])[NH:11][CH:12]([CH:13]1[CH2:14][O:15]1)[CH2:16][c:17]1[cH:18][cH:19][cH:20][cH:21][cH:22]1.[CH2:23]([CH2:24][CH2:25][CH3:26])[NH2:27]>>[CH2:1]([c:2]1[cH:3][cH:4][cH:5][cH:6][cH:7]1)[O:8][C:9](=[O:10])[NH:11][CH:12]([CH:13]([CH2:14][NH:27][CH2:23][CH2:24][CH2:25][CH3:26])[OH:15])[CH2:16][c:17]1[cH:18][cH:19][cH:20][cH:21][cH:22]1. Reaction SMILES: Br.[NH2:2][C:3]1[N:7]2[C:8](SC)=[N:9][CH:10]=[C:11]([Cl:12])[C:6]2=[N:5][N:4]=1.[C:15](OCC)(=[O:18])C=C.C[O-].[Na+].C(O)(=O)C>CO>[NH2:2][C:3]1[N:7]=[C:6]2[N:5]([C:8]([O:18][CH3:15])=[N:9][CH:10]=[C:11]2[Cl:12])[N:4]=1 |f:0.1,3.4|. Run in CO (methanol), CO (methanol). Reactants: C(C)(=O)O (acetic acid), Br.NC1=NN=C2N1C(=NC=C2Cl)SC (3-amino-8-chloro-5-methylthio[1,2,4]triazolo[4,3-c]pyrimidine hydrobromide), C(C=C)(=O)OCC (ethyl acrylate), C[O-].[Na+] (sodium methoxide). Product: NC1=NN2C(=NC=C(C2=N1)Cl)OC (2-Amino-8-chloro-5-methoxy[1,2,4]-triazolo[1,5-c]pyrimidine). Procedure details: A mixture of 15.0 g (51 mmol) of 3-amino-8-chloro-5-methylthio[1,2,4]triazolo[4,3-c]pyrimidine hydrobromide, 8.2 mL (76 mmol) of ethyl acrylate, and 150 mL of methanol was prepared and cooled in an ice bath. A solution of 17 mL (76 mmol) of 4.5 molar sodium methoxide in methanol was added to this slowly with cooling and stirring. When the addition was complete, the mixture was allowed to warm to ambient temperature and was stirred for 18 hours. It was then neutralized with 2.0 mL of acetic acid.... The solvent is C1=CC=CC=C1 (benzene), N1=CC=CC=C1 (pyridine). Yields the product CC1([C@@H]([C@H]1C=C1C(SCC1)=O)C(=O)OCC1=CN=C(S1)OC1=CC=CC=C1)C ((2-phenoxy-5-thiazolyl)-methyl (1R,3R) 2,2-dimethyl-3[(dihydro-2-oxo-3-(2H)-thienylidene)-methyl]-cyclopropane-1-carboxylate). Run at temperature 20 celsius, time 17 hour. Reported procedure: 2 g of (2-phenoxy-5-thiazolyl)-methanol were added to a solution of (1R,3R)2,2-dimethyl-3-[(dihydro-2-oxo-3-(2H)-thienylidene)-methyl]-cyclopropane-1-carboxylic acid chloride [described in French Pat. No. 70-21682 published under No. 2.097.244] prepared from 2.2 g of the corresponding acid in 30 ml of benzene and 0.81 ml of pyridine were added thereto at -10° C.The reaction mixture was stirred at 20° C. for 17 hours and was poured into aqueous dilute hydrochloric acid. The decanted aqueous phase... The reactants are Cl (hydrochloric acid), O(C1=CC=CC=C1)C=1SC(=CN1)CO ((2-phenoxy-5-thiazolyl)-methanol), CC1([C@@H]([C@H]1C=C1C(SCC1)=O)C(=O)Cl)C ((1R,3R)2,2-dimethyl-3-[(dihydro-2-oxo-3-(2H)-thienylidene)-methyl]-cyclopropane-1-carboxylic acid chloride), corresponding acid. As a reaction SMILES: [O:1]([C:8]1[S:9][C:10]([CH2:13][OH:14])=[CH:11][N:12]=1)[C:2]1[CH:7]=[CH:6][CH:5]=[CH:4][CH:3]=1.[CH3:15][C:16]1([CH3:29])[C@H:18]([CH:19]=[C:20]2[CH2:24][CH2:23][S:22][C:21]2=[O:25])[C@H:17]1[C:26](Cl)=[O:27].Cl>C1C=CC=CC=1.N1C=CC=CC=1>[CH3:15][C:16]1([CH3:29])[C@H:18]([CH:19]=[C:20]2[CH2:24][CH2:23][S:22][C:21]2=[O:25])[C@H:17]1[C:26]([O:14][CH2:13][C:10]1[S:9][C:8]([O:1][C:2]2[CH:3]=[CH:4][CH:5]=[CH:6][CH:7]=2)=[N:12][CH:11]=1)=[O:27]. The reactants are Cl (hydrochloric acid), COC(CNCC1=CC(=C(C(=C1)F)OC)F)OC (N-(3,5-difluoro-4-methoxybenzyl)-aminoacetaldehyde dimethyl acetal), [S-]C#N.[K+] (potassium thiocyanate). Solvent: C(C)O (ethyl alcohol), O (water). Yields the product FC=1C=C(CN2C(=NC=C2)S)C=C(C1OC)F (1-(3,5-difluoro-4-methoxybenzyl)-2-mercaptoimidazole). Isolated yield 45.8%. As a reaction SMILES: CO[CH:3](OC)[CH2:4][NH:5][CH2:6][C:7]1[CH:12]=[C:11]([F:13])[C:10]([O:14][CH3:15])=[C:9]([F:16])[CH:8]=1.[S-:19][C:20]#[N:21].[K+].Cl>C(O)C.O>[F:16][C:9]1[CH:8]=[C:7]([CH:12]=[C:11]([F:13])[C:10]=1[O:14][CH3:15])[CH2:6][N:5]1[CH:4]=[CH:3][N:21]=[C:20]1[SH:19] |f:1.2|. Procedure: To a solution of N-(3,5-difluoro-4-methoxybenzyl)-aminoacetaldehyde dimethyl acetal (4.94 g, 0.0189 mole) in ethyl alcohol (30 ml) was added potassium thiocyanate (2.10 g, 0.0216 mole) in water (48 ml) followed by 12 N hydrochloric acid (4 ml), and the reaction mixture was heated under reflux for 3.5 hours. The solvent was partially removed under reduced pressure, the mixture was cooled in ice, and the product was filtered. The product was recrystallized from ethyl alcohol - hexane to give 1-(3,... Reactants: CCCCOc1ccc(S(=O)(=O)C2(C(=O)OCC)CCN(Cc3ccccc3)CC2)cc1, C1CCOC1, CO, [Na+], [OH-]. Product: CCCCOc1ccc(S(=O)(=O)C2(C(=O)O)CCN(Cc3ccccc3)CC2)cc1. RXN SMILES: [CH2:1]([CH3:2])[O:3][C:4](=[O:5])[C:6]1([S:19](=[O:20])(=[O:21])[c:22]2[cH:23][cH:24][c:25]([O:28][CH2:29][CH2:30][CH2:31][CH3:32])[cH:26][cH:27]2)[CH2:7][CH2:8][N:9]([CH2:12][c:13]2[cH:14][cH:15][cH:16][cH:17][cH:18]2)[CH2:10][CH2:11]1.[CH2:33]1[O:34][CH2:35][CH2:36][CH2:37]1.[CH3:38][OH:39].[Na+:41].[OH-:40]>>[O:3]=[C:4]([OH:5])[C:6]1([S:19](=[O:20])(=[O:21])[c:22]2[cH:23][cH:24][c:25]([O:28][CH2:29][CH2:30][CH2:31][CH3:32])[cH:26][cH:27]2)[CH2:7][CH2:8][N:9]([CH2:12][c:13]2[cH:14][cH:15][cH:16][cH:17][cH:18]2)[CH2:10][CH2:11]1. Starting materials: CC(C)(C)OC(=O)N1CCC(CCOCc2ccc(C(F)(F)F)cc2)CC1, CO. Yields the product FC(F)(F)c1ccc(COCCC2CCNCC2)cc1. As a reaction SMILES: [C:1]([O:2][C:3](=[O:4])[N:8]1[CH2:9][CH2:10][CH:11]([CH2:14][CH2:15][O:16][CH2:17][c:18]2[cH:19][cH:20][c:21]([C:24]([F:25])([F:26])[F:27])[cH:22][cH:23]2)[CH2:12][CH2:13]1)([CH3:5])([CH3:6])[CH3:7].[CH3:28][OH:29]>>[NH:8]1[CH2:9][CH2:10][CH:11]([CH2:14][CH2:15][O:16][CH2:17][c:18]2[cH:19][cH:20][c:21]([C:24]([F:25])([F:26])[F:27])[cH:22][cH:23]2)[CH2:12][CH2:13]1. Reactants: CCOC(=O)c1cc2cc(CC3(C)OCCO3)ccc2n1Cc1ccc([N+](=O)[O-])cc1, [H][H], C1CCOC1. Yields the product CCOC(=O)c1cc2cc(CC3(C)OCCO3)ccc2n1Cc1ccc(N)cc1. As a reaction SMILES: [CH2:1]([CH3:2])[O:3][C:4](=[O:5])[c:6]1[n:7]([CH2:22][c:23]2[cH:24][cH:25][c:26]([N+:29]([O-:30])=[O:31])[cH:27][cH:28]2)[c:8]2[cH:9][cH:10][c:11]([CH2:15][C:16]3([CH3:21])[O:17][CH2:18][CH2:19][O:20]3)[cH:12][c:13]2[cH:14]1.[H:32][H:33].[O:34]1[CH2:35][CH2:36][CH2:37][CH2:38]1>>[CH2:1]([CH3:2])[O:3][C:4](=[O:5])[c:6]1[n:7]([CH2:22][c:23]2[cH:24][cH:25][c:26]([NH2:29])[cH:27][cH:28]2)[c:8]2[cH:9][cH:10][c:11]([CH2:15][C:16]3([CH3:21])[O:17][CH2:18][CH2:19][O:20]3)[cH:12][c:13]2[cH:14]1.